This data is from the Open Reaction Database (ORD), a public repository of structured organic reaction records. The task is: describe an organic reaction: reactants, conditions, products, and yield The reactants are SCc1ccccc1, CCOC(=O)Nc1cccc(Br)[n+]1[O-], C[O-], CO, [Na+], O. Yields the product CCOC(=O)Nc1cccc(SCc2ccccc2)[n+]1[O-]. RXN SMILES: [CH2:15]([c:16]1[cH:17][cH:18][cH:19][cH:20][cH:21]1)[SH:22].[CH2:1]([CH3:2])[O:3][C:4](=[O:5])[NH:6][c:7]1[n+:8]([O-:14])[c:9]([Br:13])[cH:10][cH:11][cH:12]1.[CH3:23][O-:24].[CH3:26][OH:27].[Na+:25].[OH2:28]>>[CH2:1]([CH3:2])[O:3][C:4](=[O:5])[NH:6][c:7]1[n+:8]([O-:14])[c:9]([S:22][CH2:15][c:16]2[cH:17][cH:18][cH:19][cH:20][cH:21]2)[cH:10][cH:11][cH:12]1. Starting materials: C(#N)C(C1=CC(=C(C=C1)OC)OC)N1CCNCC1 (N-(α-cyano-3,4-dimethoxybenzyl)piperazine), C(C=CC1=CC=CC=C1)Cl (cinnamyl chloride), resultant solution. The solvent is C1=CC=CC=C1 (benzene), C1=CC=CC=C1 (benzene). Yields the product Cl.Cl.C(#N)C(C1=CC(=C(C=C1)OC)OC)N1CCN(CC1)CC=CC1=CC=CC=C1 (N-(α-cyano-3,4-dimethoxybenzyl)-N'-cinnamyl piperazine dihydrochloride). Reaction SMILES: [C:1]([CH:3]([N:14]1[CH2:19][CH2:18][NH:17][CH2:16][CH2:15]1)[C:4]1[CH:9]=[CH:8][C:7]([O:10][CH3:11])=[C:6]([O:12][CH3:13])[CH:5]=1)#[N:2].[CH2:20]([Cl:29])[CH:21]=[CH:22][C:23]1[CH:28]=[CH:27][CH:26]=[CH:25][CH:24]=1>C1C=CC=CC=1>[ClH:29].[ClH:29].[C:1]([CH:3]([N:14]1[CH2:15][CH2:16][N:17]([CH2:20][CH:21]=[CH:22][C:23]2[CH:28]=[CH:27][CH:26]=[CH:25][CH:24]=2)[CH2:18][CH2:19]1)[C:4]1[CH:9]=[CH:8][C:7]([O:10][CH3:11])=[C:6]([O:12][CH3:13])[CH:5]=1)#[N:2] |f:3.4.5|. Procedure details: To 3.6 g. of N-(α-cyano-3,4-dimethoxybenzyl)piperazine was added 8 ml. of benzene and then 1.47 g. of soda ash. To the resulting mixture was added 2.53 g. of cinnamyl chloride over a period of about 1 hour while the mixture was heated under reflux with stirring. After dropping, the mixture was further refluxed with stirring for 2 hours. After cooling, the mixture was filtered and the filtrate was washed with water and dried over sodium sulfate. The solvent was distilled off under reduced pressur... Yields the product CN(OC(C)(C)C)C(=O)N1N=C(c2cc(F)ccc2F)SC1(CCCN=[N+]=[N-])c1ccccc1. The reactants are [H-], CI, CC(C)(C)ONC(=O)N1N=C(c2cc(F)ccc2F)SC1(CCCN=[N+]=[N-])c1ccccc1, [Na+], CN(C)C=O. As a reaction SMILES: [H-:36].[I:34][CH3:35].[N:1](=[N+:2]=[N-:3])[CH2:4][CH2:5][CH2:6][C:7]1([c:28]2[cH:29][cH:30][cH:31][cH:32][cH:33]2)[S:8][C:9]([c:20]2[c:21]([F:27])[cH:22][cH:23][c:24]([F:26])[cH:25]2)=[N:10][N:11]1[C:12](=[O:13])[NH:14][O:15][C:16]([CH3:17])([CH3:18])[CH3:19].[Na+:37].[O:38]=[CH:39][N:40]([CH3:41])[CH3:42]>>[N:1](=[N+:2]=[N-:3])[CH2:4][CH2:5][CH2:6][C:7]1([c:28]2[cH:29][cH:30][cH:31][cH:32][cH:33]2)[S:8][C:9]([c:20]2[c:21]([F:27])[cH:22][cH:23][c:24]([F:26])[cH:25]2)=[N:10][N:11]1[C:12](=[O:13])[N:14]([O:15][C:16]([CH3:17])([CH3:18])[CH3:19])[CH3:35].